This data is from the Open Reaction Database (ORD), a public repository of structured organic reaction records. The task is: describe an organic reaction: reactants, conditions, products, and yield Starting materials: BrC1=CC=C(C=C1)[N+](=O)[O-] (1-bromo-4-nitrobenzene), C(CCC)[Sn](C=1SC=C2C1OCCO2)(CCCC)CCCC (2-(tributylstannyl) 3,4-(ethylenedioxy)thiophene). Reagents/catalysts: C=1C=CC(=CC1)[P](C=2C=CC=CC2)(C=3C=CC=CC3)[Pd]([P](C=4C=CC=CC4)(C=5C=CC=CC5)C=6C=CC=CC6)([P](C=7C=CC=CC7)(C=8C=CC=CC8)C=9C=CC=CC9)[P](C=1C=CC=CC1)(C=1C=CC=CC1)C=1C=CC=CC1 (tetrakis(triphenylphosphine)palladium(0)). The solvent is C1(=CC=CC=C1)C (toluene). Reaction conditions: time 20 minute. Product: C1OC2=C(SC=C2OC1)C1=CC=C(C=C1)[N+](=O)[O-] (1-(3,4-ethylenedioxythien-2-yl)-4-nitrobenzene). Isolated yield 68.0%. As a reaction SMILES: Br[C:2]1[CH:7]=[CH:6][C:5]([N+:8]([O-:10])=[O:9])=[CH:4][CH:3]=1.C([Sn](CCCC)(CCCC)[C:16]1[S:17][CH:18]=[C:19]2[O:24][CH2:23][CH2:22][O:21][C:20]=12)CCC>C1(C)C=CC=CC=1.C1C=CC([P]([Pd]([P](C2C=CC=CC=2)(C2C=CC=CC=2)C2C=CC=CC=2)([P](C2C=CC=CC=2)(C2C=CC=CC=2)C2C=CC=CC=2)[P](C2C=CC=CC=2)(C2C=CC=CC=2)C2C=CC=CC=2)(C2C=CC=CC=2)C2C=CC=CC=2)=CC=1>[CH2:22]1[CH2:23][O:24][C:19]2[C:20](=[C:16]([C:2]3[CH:7]=[CH:6][C:5]([N+:8]([O-:10])=[O:9])=[CH:4][CH:3]=3)[S:17][CH:18]=2)[O:21]1 |^1:43,45,64,83|. Procedure: To a refluxing solution of 1-bromo-4-nitrobenzene (2.762 g, 13.67 mmol) in toluene (250 mL) was added tetrakis(triphenylphosphine)palladium(0) (75 mg). After 20 min, 2-(tributylstannyl) 3,4-(ethylenedioxy)thiophene (6.05 g, 14.03 mmol) was added via a syringe. After complete addition, the mixture was refluxed for a total of 20 h. After cooling, the mixture was filtered and the solvent was evaporated to afford a solid. Filtration using hot hexane gave 1-(3,4-ethylenedioxythien-2-yl)-4-nitrobenzen... Yields the product CNC(=O)Nc1ccc(C(=O)OC)cc1. As a reaction SMILES: [CH3:12][N:13]=[C:14]=[O:15].[CH3:16][c:17]1[cH:18][cH:19][cH:20][cH:21][cH:22]1.[NH2:1][c:2]1[cH:3][cH:4][c:5]([C:6](=[O:7])[O:8][CH3:9])[cH:10][cH:11]1>>[NH:1]([c:2]1[cH:3][cH:4][c:5]([C:6](=[O:7])[O:8][CH3:9])[cH:10][cH:11]1)[C:14]([NH:13][CH3:12])=[O:15]. Reactants: CN=C=O, Cc1ccccc1, COC(=O)c1ccc(N)cc1. Starting materials: C1=CC2=C(C=C1C(=O)O)C(=O)OC2=O (1,2,4-benzene tricarboxylic anhydride), NN (hydrazine), C(C)O (ethanol), C(C)(C)O (isopropyl alcohol). Run in CN1C(CCC1)=O (n-methyl-2-pyrrolidinone). Product: OC1=NN=C(C2=CC=CC=C12)O (dihydroxy-phthalazine). As a reaction SMILES: [CH:1]1[C:6](C(O)=O)=[CH:5][C:4]2[C:10](O[C:13](=[O:14])[C:3]=2[CH:2]=1)=[O:11].[NH2:15][NH2:16].C(O)C.C(O)(C)C>CN1CCCC1=O>[OH:11][C:10]1[C:4]2[C:3](=[CH:2][CH:1]=[CH:6][CH:5]=2)[C:13]([OH:14])=[N:16][N:15]=1. Reported procedure: For example, as outlined in Scheme I, 1,2,4-benzene tricarboxylic anhydride 1 may be reacted with hydrazine in a suitable solvent, e.g., ethanol, isopropyl alcohol, or n-methyl-2-pyrrolidinone, to produce dihydroxy-phthalazine 2. Compound 2 may then be reacted with SOCl2 and POCl3 to produce a trichloride intermediate that is reacted immediately with an amine X1X2NH (where X1 and X2 are, e.g., hydrogen, alkyl, aryl, etc.) to produce an amide compound 3. Compound 3 may then be reacted with NaI an... Reactants: cis dimethyl ester, dicarboxylate, C(C1=CC=CC=C1)OC(=O)N1[C@H](C(=O)O)C[C@@H](C1)C(=O)O (N-(benzyloxycarbonyl)-cis-4-carboxy-L-proline). Solvent: CO (CH3OH). Yields the product C(C1=CC=CC=C1)OC(=O)N1[C@@H](C(=O)O)C[C@H](C1)C(=O)O (N-(Benzyloxycarbonyl)-cis-4-carboxy-D-proline). RXN SMILES: [CH2:1]([O:8][C:9]([N:11]1[CH2:18][C@@H:17]([C:19]([OH:21])=[O:20])[CH2:16][C@H:12]1[C:13]([OH:15])=[O:14])=[O:10])[C:2]1[CH:7]=[CH:6][CH:5]=[CH:4][CH:3]=1>CO>[CH2:1]([O:8][C:9]([N:11]1[CH2:18][C@H:17]([C:19]([OH:21])=[O:20])[CH2:16][C@@H:12]1[C:13]([OH:15])=[O:14])=[O:10])[C:2]1[CH:7]=[CH:6][CH:5]=[CH:4][CH:3]=1. Procedure details: Saponification of the cis dimethyl ester 13 (0.502 g, 1.56 mmol) gave 0.44 g (96%) of the desired cis dicarboxylate as colorless prisms: mp 175°-176° C; [α]26D +30° (c 1.10, CH3OH); Spectra were identical in all respects to those of the enantiomer N-(benzyloxycarbonyl)-cis-4-carboxy-L-proline. Anal. Calcd for C14H15NO6 ; C, 57.34; H, 5.16; N, 4.78. Found: C, 57.43; H, 5.18; C, 4.68. As a reaction SMILES: [CH3:1][O:2][C:3]1[N:8]=[CH:7][C:6]([C:9]2[C:18]3[C:13](=[CH:14][CH:15]=[C:16]([C:19]4[C:20]([CH3:43])=[N:21][N:22](C(C5C=CC=CC=5)(C5C=CC=CC=5)C5C=CC=CC=5)[CH:23]=4)[CH:17]=3)[N:12]=[CH:11][CH:10]=2)=[CH:5][CH:4]=1.[ClH:44]>C(OCC)(=O)C>[ClH:44].[ClH:44].[CH3:1][O:2][C:3]1[N:8]=[CH:7][C:6]([C:9]2[C:18]3[C:13](=[CH:14][CH:15]=[C:16]([C:19]4[C:20]([CH3:43])=[N:21][NH:22][CH:23]=4)[CH:17]=3)[N:12]=[CH:11][CH:10]=2)=[CH:5][CH:4]=1 |f:3.4.5|. The reactants are COC1=CC=C(C=N1)C1=CC=NC2=CC=C(C=C12)C=1C(=NN(C1)C(C1=CC=CC=C1)(C1=CC=CC=C1)C1=CC=CC=C1)C (4-(6-methoxypyridin-3-yl)-6-(3-methyl-1-trityl-1H-pyrazol-4-yl) quinoline), Cl (hydrogen chloride). Solvent: C(C)(=O)OCC (ethyl acetate). Product: Cl.Cl.COC1=CC=C(C=N1)C1=CC=NC2=CC=C(C=C12)C=1C(=NNC1)C (4-(6-Methoxypyridin-3-yl)-6-(3-methyl-1H-pyrazol-4-yl)quinoline dihydrochloride). Procedure details: A free product obtained by the same procedure as in Example 1065 from 210 mg 4-(6-methoxypyridin-3-yl)-6-(3-methyl-1-trityl-1H-pyrazol-4-yl) quinoline obtained in Example 1064 was treated with 4 N hydrogen chloride solution in ethyl acetate to give 16 mg of the title compound as a pale yellow solid. The reactants are CC(=O)Nc1[nH]cc(-c2ccc([N+](=O)[O-])nc2)c1C(N)=O, CO, [H][H]. Yields the product CC(=O)Nc1[nH]cc(-c2ccc(N)nc2)c1C(N)=O. RXN SMILES: [C:1]([CH3:2])(=[O:3])[NH:4][c:5]1[nH:6][cH:7][c:8](-[c:13]2[cH:14][n:15][c:16]([N+:19]([O-:20])=[O:21])[cH:17][cH:18]2)[c:9]1[C:10](=[O:11])[NH2:12].[CH3:24][OH:25].[H:22][H:23]>>[C:1]([CH3:2])(=[O:3])[NH:4][c:5]1[nH:6][cH:7][c:8](-[c:13]2[cH:14][n:15][c:16]([NH2:19])[cH:17][cH:18]2)[c:9]1[C:10](=[O:11])[NH2:12]. Reactants: O.O.[Sn](Cl)Cl (Tin(II) chloride dihydrate), ClC1=CC(=C(C(=N1)C#N)[N+](=O)[O-])NC (6-chloro-4-methylamino-3-nitro-pyridine-2-carbonitrile), [OH-].[NH4+] (ammonium hydroxide). Run in C(C)O (ethanol). Run at time 3 hour. Product: NC=1C(=NC(=CC1NC)Cl)C#N (3-Amino-6-chloro-4-methylamino-pyridine-2-carbonitrile). Yield: 100.5%. As a reaction SMILES: O.O.[Sn](Cl)Cl.[Cl:6][C:7]1[N:12]=[C:11]([C:13]#[N:14])[C:10]([N+:15]([O-])=O)=[C:9]([NH:18][CH3:19])[CH:8]=1.[OH-].[NH4+]>C(O)C>[NH2:15][C:10]1[C:11]([C:13]#[N:14])=[N:12][C:7]([Cl:6])=[CH:8][C:9]=1[NH:18][CH3:19] |f:0.1.2,4.5|. Procedure details: Tin(II) chloride dihydrate (21 g) was added to a suspension of 6-chloro-4-methylamino-3-nitro-pyridine-2-carbonitrile (6.6 g) in ethanol (150 ml). The mixture was stirred at room temperature for 3 hours. To above red-brown coloured solution was then added ethyl actetate (1000 ml) and followed by 10% aqueous ammonium hydroxide (200 ml). The organic layer were separated, the sticky solid pad was washed with ethyl acetate (5×200 ml). Combined organic layer was then washed with saturated sodium chlo... Reactants: O=C([O-])[O-], CC(C)(O)c1ccc(Cl)nn1, [K+], [K+], CC(C)(O)c1cc(F)c(-c2nc(C(N)=O)c(N)s2)c(F)c1, O=C(C=Cc1ccccc1)C=Cc1ccccc1, O=C(C=Cc1ccccc1)C=Cc1ccccc1, O=C(C=Cc1ccccc1)C=Cc1ccccc1, [Pd], [Pd]. Yields the product CC(C)(O)c1cc(F)c(-c2nc(C(N)=O)c(Nc3ccc(C(C)(C)O)nn3)s2)c(F)c1. RXN SMILES: [C:33](=[O:34])([O-:35])[O-:36].[Cl:22][c:23]1[cH:24][cH:25][c:26]([C:29]([CH3:30])([CH3:31])[OH:32])[n:27][n:28]1.[K+:37].[K+:38].[NH2:1][c:2]1[c:3]([C:19](=[O:20])[NH2:21])[n:4][c:5](-[c:7]2[c:8]([F:18])[cH:9][c:10]([C:14]([CH3:15])([CH3:16])[OH:17])[cH:11][c:12]2[F:13])[s:6]1.[O:41]=[C:42]([CH:43]=[CH:44][c:45]1[cH:46][cH:47][cH:48][cH:49][cH:50]1)[CH:51]=[CH:52][c:53]1[cH:54][cH:55][cH:56][cH:57][cH:58]1.[O:59]=[C:60]([CH:61]=[CH:62][c:63]1[cH:64][cH:65][cH:66][cH:67][cH:68]1)[CH:69]=[CH:70][c:71]1[cH:72][cH:73][cH:74][cH:75][cH:76]1.[O:77]=[C:78]([CH:79]=[CH:80][c:81]1[cH:82][cH:83][cH:84][cH:85][cH:86]1)[CH:87]=[CH:88][c:89]1[cH:90][cH:91][cH:92][cH:93][cH:94]1.[Pd:39].[Pd:40]>>[NH:1]([c:2]1[c:3]([C:19](=[O:20])[NH2:21])[n:4][c:5](-[c:7]2[c:8]([F:18])[cH:9][c:10]([C:14]([CH3:15])([CH3:16])[OH:17])[cH:11][c:12]2[F:13])[s:6]1)[c:23]1[cH:24][cH:25][c:26]([C:29]([CH3:30])([CH3:31])[OH:32])[n:27][n:28]1.